Dataset: the Open Reaction Database (ORD), a public repository of structured organic reaction records. Task: describe an organic reaction: reactants, conditions, products, and yield Starting materials: BrCCBr, CC[N+](CC)(CC)Cc1ccccc1, [Cl-], [Na+], [OH-], N#CCc1ccc(C(=O)c2cccs2)cc1. Product: N#CC1(c2ccc(C(=O)c3cccs3)cc2)CC1. RXN SMILES: [Br:17][CH2:18][CH2:19][Br:20].[CH2:24]([N+:25]([CH2:26][CH3:27])([CH2:28][CH3:29])[CH2:30][CH3:31])[c:32]1[cH:33][cH:34][cH:35][cH:36][cH:37]1.[Cl-:23].[Na+:22].[OH-:21].[c:1]1([C:6](=[O:7])[c:8]2[cH:9][cH:10][c:11]([CH2:14][C:15]#[N:16])[cH:12][cH:13]2)[cH:2][cH:3][cH:4][s:5]1>>[c:1]1([C:6](=[O:7])[c:8]2[cH:9][cH:10][c:11]([C:14]3([C:15]#[N:16])[CH2:18][CH2:19]3)[cH:12][cH:13]2)[cH:2][cH:3][cH:4][s:5]1.